From a dataset of the Open Reaction Database (ORD), a public repository of structured organic reaction records. describe an organic reaction: reactants, conditions, products, and yield Reactants: O=C1CCC(=O)N1Br, O=C(OOC(=O)c1ccccc1)c1ccccc1, CCOC(=O)c1ncc2nc(-c3cnn(Cc4ccccc4)c3)sc2c1O, c1ccccc1. Yields the product CCOC(=O)c1nc(Br)c2nc(-c3cnn(Cc4ccccc4)c3)sc2c1O. RXN SMILES: [Br:28][N:29]1[C:30](=[O:31])[CH2:32][CH2:33][C:34]1=[O:35].[C:36]([O:37][O:38][C:39](=[O:40])[c:41]1[cH:42][cH:43][cH:44][cH:45][cH:46]1)(=[O:47])[c:48]1[cH:49][cH:50][cH:51][cH:52][cH:53]1.[CH2:1]([CH3:2])[O:3][C:4](=[O:5])[c:6]1[c:7]([OH:27])[c:8]2[c:9]([cH:10][n:11]1)[n:12][c:13](-[c:15]1[cH:16][n:17][n:18]([CH2:20][c:21]3[cH:22][cH:23][cH:24][cH:25][cH:26]3)[cH:19]1)[s:14]2.[cH:54]1[cH:55][cH:56][cH:57][cH:58][cH:59]1>>[CH2:1]([CH3:2])[O:3][C:4](=[O:5])[c:6]1[c:7]([OH:27])[c:8]2[c:9]([c:10]([Br:28])[n:11]1)[n:12][c:13](-[c:15]1[cH:16][n:17][n:18]([CH2:20][c:21]3[cH:22][cH:23][cH:24][cH:25][cH:26]3)[cH:19]1)[s:14]2. The reactants are O=C(O)C(CC1CCCCC1)N1Cc2ccccc2C1=O, O=C(Nc1nccs1)C(CC1CCCCC1)N1Cc2ccccc2C1=O, Cc1ccc(N)nc1. Yields the product Cc1ccc(NC(=O)C(CC2CCCCC2)N2Cc3ccccc3C2=O)nc1. As a reaction SMILES: [CH:1]1([CH2:7][CH:8]([C:9](=[O:10])[OH:11])[N:12]2[C:13](=[O:21])[c:14]3[cH:15][cH:16][cH:17][cH:18][c:19]3[CH2:20]2)[CH2:2][CH2:3][CH2:4][CH2:5][CH2:6]1.[CH:30]1([CH2:31][CH:32]([N:33]2[CH2:34][c:35]3[c:36]([cH:37][cH:38][cH:39][cH:40]3)[C:41]2=[O:42])[C:43]([NH:44][c:45]2[s:46][cH:47][cH:48][n:49]2)=[O:50])[CH2:51][CH2:52][CH2:53][CH2:54][CH2:55]1.[NH2:22][c:23]1[n:24][cH:25][c:26]([CH3:29])[cH:27][cH:28]1>>[CH:1]1([CH2:7][CH:8]([C:9](=[O:11])[NH:22][c:23]2[n:24][cH:25][c:26]([CH3:29])[cH:27][cH:28]2)[N:12]2[C:13](=[O:21])[c:14]3[cH:15][cH:16][cH:17][cH:18][c:19]3[CH2:20]2)[CH2:2][CH2:3][CH2:4][CH2:5][CH2:6]1. Reactants: C(N)(=O)C1=NC=CC(=C1)OC1=C(C=C(C=C1)NC1=NC(=NC=C1C(=O)NC1=C(C=C(C=C1)F)F)N1CCOCC1)F (4-(4-(2-Carbamoylpyridin-4-yloxy)-3-fluorophenylamino)-N-(2,4-difluorophenyl)-2-morpholinopyrimidine-5-carboxamide), Cl.NC1=NC=CC(=C1)OC1=C(C=C(C=C1)NC1=C(C(=O)NC2=C(C=C(C=C2)F)F)C=CC=N1)F (2-(4-(2-Aminopyridin-4-yloxy)-3-fluorophenylamino)-N-(2,4-difluorophenyl)nicotinamide, hydrochloride salt). Product: Cl.Cl.Cl.NC1=NC=CC(=C1)OC1=C(C=C(C=C1)NC1=NC(=NC=C1C(=O)NC1=C(C=C(C=C1)F)F)N1CCOCC1)F (4-(4-(2-Aminopyridin-4-yloxy)-3-fluorophenylamino)-N-(2,4-difluorophenyl)-2-morpholinopyrimidine-5-carboxamide, trihydrochloride salt). Yield: 26.0%. As a reaction SMILES: C([C:4]1[CH:9]=[C:8]([O:10][C:11]2[CH:16]=[CH:15][C:14]([NH:17][C:18]3[C:23]([C:24]([NH:26][C:27]4[CH:32]=[CH:31][C:30]([F:33])=[CH:29][C:28]=4[F:34])=[O:25])=[CH:22][N:21]=[C:20]([N:35]4[CH2:40][CH2:39][O:38][CH2:37][CH2:36]4)[N:19]=3)=[CH:13][C:12]=2[F:41])[CH:7]=[CH:6][N:5]=1)(=O)N.[ClH:42].[NH2:43]C1C=C(OC2C=CC(NC3N=CC=CC=3C(NC3C=CC(F)=CC=3F)=O)=CC=2F)C=CN=1>>[ClH:42].[ClH:42].[ClH:42].[NH2:43][C:4]1[CH:9]=[C:8]([O:10][C:11]2[CH:16]=[CH:15][C:14]([NH:17][C:18]3[C:23]([C:24]([NH:26][C:27]4[CH:32]=[CH:31][C:30]([F:33])=[CH:29][C:28]=4[F:34])=[O:25])=[CH:22][N:21]=[C:20]([N:35]4[CH2:40][CH2:39][O:38][CH2:37][CH2:36]4)[N:19]=3)=[CH:13][C:12]=2[F:41])[CH:7]=[CH:6][N:5]=1 |f:1.2,3.4.5.6|. Procedure details: 4-(4-(2-Carbamoylpyridin-4-yloxy)-3-fluorophenylamino)-N-(2,4-difluorophenyl)-2-morpholinopyrimidine-5-carboxamide (55 mg, 0.01 mmol) was converted to the title compound (16 mg, 26%) in a manner similar to the preparation of 2-(4-(2-aminopyridin-4-yloxy)-3-fluorophenylamino)-N-(2,4-difluorophenyl)nicotinamide (Step E of Example 3). 1H NMR (DMSO-d6) δ 11.24 (s, 1H), 10.20 (s, 1H), 8.85 (s, 1H), 7.92 (m, 2H), 7.82 (br s, 2H), 7.48-7.35 (m, 4H), 7.08 (m, 1H), 6.65 (dd, 1H, J=7.3, 2.5 Hz), 6.12 (d, ... Reactants: CN(C)CC#CC1(O)Cc2ccccc2Sc2ccc(Cl)cc21, Cc1ccccc1C, Cc1ccc(S(=O)(=O)O)cc1. Yields the product CN(C)CC#CC1=Cc2ccccc2Sc2ccc(Cl)cc21. RXN SMILES: [CH3:12][N:13]([CH2:14][C:15]#[C:16][C:17]1([OH:33])[CH2:18][c:19]2[c:20]([cH:29][cH:30][cH:31][cH:32]2)[S:21][c:22]2[c:23]1[cH:24][c:25]([Cl:28])[cH:26][cH:27]2)[CH3:34].[CH3:35][c:36]1[c:37]([CH3:38])[cH:39][cH:40][cH:41][cH:42]1.[c:1]1([CH3:2])[cH:3][cH:4][c:5]([S:6]([OH:7])(=[O:8])=[O:9])[cH:10][cH:11]1>>[CH3:12][N:13]([CH2:14][C:15]#[C:16][C:17]1=[CH:18][c:19]2[c:20]([cH:29][cH:30][cH:31][cH:32]2)[S:21][c:22]2[c:23]1[cH:24][c:25]([Cl:28])[cH:26][cH:27]2)[CH3:34].